This data is from the Open Reaction Database (ORD), a public repository of structured organic reaction records. The task is: describe an organic reaction: reactants, conditions, products, and yield Reactants: C(C)N1C=C(C(C2=C(C(=C(C(=C12)F)F)F)F)=O)C(=O)OCC (1-ethyl-5,6,7,8-tetrafluoro-1,4-dihydro-4-oxo-3-quinoline carboxylic acid, ethyl ester), C(C)(=O)O (acetic acid), Cl (hydrochloric acid). Solvent: O (water). Reaction conditions: temperature 100 celsius. Yields the product C(C)N1C=C(C(C2=C(C(=C(C(=C12)F)F)F)F)=O)C(=O)O (1-Ethyl-5,6,7,8-tetrafluoro-1,4-dihydro-4-oxo-3-quinolinecarboxylic acid). Isolated yield 93.3%. As a reaction SMILES: [CH2:1]([N:3]1[C:12]2[C:7](=[C:8]([F:16])[C:9]([F:15])=[C:10]([F:14])[C:11]=2[F:13])[C:6](=[O:17])[C:5]([C:18]([O:20]CC)=[O:19])=[CH:4]1)[CH3:2].C(O)(=O)C.Cl>O>[CH2:1]([N:3]1[C:12]2[C:7](=[C:8]([F:16])[C:9]([F:15])=[C:10]([F:14])[C:11]=2[F:13])[C:6](=[O:17])[C:5]([C:18]([OH:20])=[O:19])=[CH:4]1)[CH3:2]. Procedure details: To 20.0 g (63 mmol) of the 1-ethyl-5,6,7,8-tetrafluoro-1,4-dihydro-4-oxo-3-quinoline carboxylic acid, ethyl ester, was added 200 ml of acetic acid and 150 ml of 6N hydrochloric acid in 70 ml of water. The mixture was maintained at 100° C. for two hours. It was cooled, filtered, and washed with diethyl ester, to give 17 g of the title compound, mp 229°-230° C.